This data is from the Open Reaction Database (ORD), a public repository of structured organic reaction records. The task is: describe an organic reaction: reactants, conditions, products, and yield Reactants: Cl (hydrochloric acid), OC=1C=C(C(C#N)=CC1)C#N (4-hydroxyphthalonitrile), C([O-])([O-])=O.[K+].[K+] (potassium carbonate), ClCC[Si](C)(C)C (chloroethyl-trimethylsilane). The solvent is CN(C=O)C (N,N-dimethylformamide). Run at time 18 hour. Product: C(C=1C(C#N)=CC=CC1)#N (Phthalonitrile). Yield: 138.4%. Reaction SMILES: O[C:2]1[CH:3]=[C:4]([C:10]#[N:11])[C:5](=[CH:8][CH:9]=1)[C:6]#[N:7].C(=O)([O-])[O-].[K+].[K+].ClCC[Si](C)(C)C.Cl>CN(C)C=O>[C:10](#[N:11])[C:4]1[C:5](=[CH:8][CH:9]=[CH:2][CH:3]=1)[C:6]#[N:7] |f:1.2.3|. Reported procedure: In 200 ml of N,N-dimethylformamide were dissolved with heating 20 g of 4-hydroxyphthalonitrile and 10.55 g of potassium carbonate, to which 20 g of chloroethyl-trimethylsilane were added dropwise at 40° C. in the atmosphere of argon. Immediately after the addition, the mixture was stirred for 18 hours while maintaining the reaction temperature at 85°-105° C. The reaction vessel was then cooled to room temperature and 250 ml of dilute hydrochloric acid was added. The mixture was extracted with 1.... Reactants: BrC1(c2ccccc2)c2ccccc2-c2ccccc21, O=C([O-])[O-], COC(=O)C(CO)NC(=O)OCC1c2ccccc2-c2ccccc21, CC#N, [I-], [K+], [K+], [K+]. Product: COC(=O)C(COC1(c2ccccc2)c2ccccc2-c2ccccc21)NC(=O)OCC1c2ccccc2-c2ccccc21. Reaction SMILES: [Br:34][C:35]1([c:48]2[cH:49][cH:50][cH:51][cH:52][cH:53]2)[c:36]2[cH:37][cH:38][cH:39][cH:40][c:41]2-[c:42]2[cH:43][cH:44][cH:45][cH:46][c:47]21.[C:26](=[O:27])([O-:28])[O-:29].[CH3:1][O:2][C:3]([CH:4]([NH:5][C:6](=[O:7])[O:8][CH2:9][CH:10]1[c:11]2[cH:12][cH:13][cH:14][cH:15][c:16]2-[c:17]2[cH:18][cH:19][cH:20][cH:21][c:22]21)[CH2:23][OH:24])=[O:25].[CH3:54][C:55]#[N:56].[I-:33].[K+:30].[K+:31].[K+:32]>>[CH3:1][O:2][C:3]([CH:4]([NH:5][C:6](=[O:7])[O:8][CH2:9][CH:10]1[c:11]2[cH:12][cH:13][cH:14][cH:15][c:16]2-[c:17]2[cH:18][cH:19][cH:20][cH:21][c:22]21)[CH2:23][O:24][C:35]1([c:48]2[cH:49][cH:50][cH:51][cH:52][cH:53]2)[c:36]2[cH:37][cH:38][cH:39][cH:40][c:41]2-[c:42]2[cH:43][cH:44][cH:45][cH:46][c:47]21)=[O:25]. Starting materials: NC1=NC=CC=C1OCC1=CC=C(C=C1)F (2-amino-3-(4-fluorobenzyloxy)pyridine), Cl.COC1=CC=C(C=C1)CC(OCC)=N (ethyl 4-methoxyphenylacetimidate hydrochloride). Solvent: C(C)O (ethanol). The product is Cl.FC1=CC=C(COC=2C(=NC=CC2)NC(CC2=CC=C(C=C2)OC)=N)C=C1 (N-(3-(4-Fluorobenzyloxy)-2-pyridyl)-4-methoxyphenylacetamidine hydrochloride). Isolated yield 14.9%. Reaction SMILES: [NH2:1][C:2]1[C:7]([O:8][CH2:9][C:10]2[CH:15]=[CH:14][C:13]([F:16])=[CH:12][CH:11]=2)=[CH:6][CH:5]=[CH:4][N:3]=1.[ClH:17].[CH3:18][O:19][C:20]1[CH:25]=[CH:24][C:23]([CH2:26][C:27](=[NH:31])OCC)=[CH:22][CH:21]=1>C(O)C>[ClH:17].[F:16][C:13]1[CH:14]=[CH:15][C:10]([CH2:9][O:8][C:7]2[C:2]([NH:1][C:27](=[NH:31])[CH2:26][C:23]3[CH:24]=[CH:25][C:20]([O:19][CH3:18])=[CH:21][CH:22]=3)=[N:3][CH:4]=[CH:5][CH:6]=2)=[CH:11][CH:12]=1 |f:1.2,4.5|. Procedure: A mixture of 2-amino-3-(4-fluorobenzyloxy)pyridine (4.36 g, 20 mmol) and ethyl 4-methoxyphenylacetimidate hydrochloride (5.04 g, 22 mmol) in ethanol (80 ml) was heated under reflux for 2 hours. Evaporation of the solvent gave an oil, which was purified by flash chromatography (chloroform/methanol) to obtain the product as a hygroscopic gum (1.2 g), m.p. 199°-200° C. Run in O (Water), CC(OCC)=O (EA), CN(C)C=O (DMF), CN(C)C=O (DMF). The reactants are N#N (N2), CCN(C(C)C)C(C)C (DIPEA), ClCC1=CN=C(S1)C1(OCCO1)C (5-chloromethyl-2-(2-methyl-[1,3]dioxolan-2-yl)-thiazole), [N+](=O)([O-])C1=NNN=C1 (4-nitro-2H-[1,2,3]triazole). Procedure details: In a flame dried round-bottomed flask equipped with a magnetic stir bar and under inert atmosphere (N2), a solution of 5-chloromethyl-2-(2-methyl-[1,3]dioxolan-2-yl)-thiazole (339 mg, 1.54 mmol) in DMF (2.0 mL) was added to a solution of 4-nitro-2H-[1,2,3]triazole (160 mg, 1.40 mmol) in DMF (2.0 mL) pre-treated for 30 min with DIPEA (0.48 mL, 2.81 mmol) and the reaction mixture was stirred for 72 h at 50° C. Water (10 mL), followed by EA (10 mL) were added. The aq. layer was extracted with EA (1... Reaction SMILES: N#N.Cl[CH2:4][C:5]1[S:9][C:8]([C:10]2([CH3:15])[O:14][CH2:13][CH2:12][O:11]2)=[N:7][CH:6]=1.[N+:16]([C:19]1[CH:23]=[N:22][NH:21][N:20]=1)([O-:18])=[O:17].CCN(C(C)C)C(C)C>CN(C=O)C.CC(=O)OCC.O>[CH3:15][C:10]1([C:8]2[S:9][C:5]([CH2:4][N:21]3[N:20]=[C:19]([N+:16]([O-:18])=[O:17])[CH:23]=[N:22]3)=[CH:6][N:7]=2)[O:14][CH2:13][CH2:12][O:11]1. Reaction conditions: temperature 50 celsius, time 72 hour. Product: CC1(OCCO1)C=1SC(=CN1)CN1N=CC(=N1)[N+](=O)[O-] (2-[2-(2-Methyl-[1,3]dioxolan-2-yl)-thiazol-5-ylmethyl]-4-nitro-2H-[1,2,3]triazole). Starting materials: CCO, CCOC(=O)COc1ccc(-c2ccco2)cc1Cl, Cl, [Na+], [OH-], O. Yields the product O=C(O)COc1ccc(-c2ccco2)cc1Cl. Reaction SMILES: [CH3:22][CH2:23][OH:24].[Cl:3][c:4]1[c:5]([O:6][CH2:7][C:8](=[O:9])[O:10][CH2:11][CH3:12])[cH:13][cH:14][c:15](-[c:17]2[o:18][cH:19][cH:20][cH:21]2)[cH:16]1.[ClH:25].[Na+:2].[OH-:1].[OH2:26]>>[Cl:3][c:4]1[c:5]([O:6][CH2:7][C:8](=[O:9])[OH:10])[cH:13][cH:14][c:15](-[c:17]2[o:18][cH:19][cH:20][cH:21]2)[cH:16]1. The reactants are COC(=O)c1cccc([N+](=O)[O-])c1NC(=O)OC(C)(C)C, O=C([O-])[O-], COCCCCOS(C)(=O)=O, [K+], [K+], CN(C)C=O. The product is COCCCCN(C(=O)OC(C)(C)C)c1c(C(=O)OC)cccc1[N+](=O)[O-]. RXN SMILES: [C:1]([CH3:2])([CH3:3])([CH3:4])[O:5][C:6](=[O:7])[NH:8][c:9]1[c:10]([C:11](=[O:12])[O:13][CH3:14])[cH:15][cH:16][cH:17][c:18]1[N+:19](=[O:20])[O-:21].[C:33](=[O:34])([O-:35])[O-:36].[CH3:22][S:23]([O:24][CH2:27][CH2:28][CH2:29][CH2:30][O:31][CH3:32])(=[O:25])=[O:26].[K+:37].[K+:38].[O:39]=[CH:40][N:41]([CH3:42])[CH3:43]>>[C:1]([CH3:2])([CH3:3])([CH3:4])[O:5][C:6](=[O:7])[N:8]([c:9]1[c:10]([C:11](=[O:12])[O:13][CH3:14])[cH:15][cH:16][cH:17][c:18]1[N+:19](=[O:20])[O-:21])[CH2:27][CH2:28][CH2:29][CH2:30][O:31][CH3:32]. Starting materials: [O-]CC.[Na+] (sodium ethoxide), NC=1N(C=2CCCCC2C1C(=O)OC)C1CC1 (methyl 2-amino-1-cyclopropyl-4,5,6,7-tetrahydro-1H-indole-3-carboxylate), C(C)OC(=CC(=O)OCC)C (ethyl 3-ethoxybut-2-enoate), CC=1C=CC(=CC1)S(=O)(=O)O (pTsOH), Cl (HCl). The solvent is C1(=CC=CC=C1)C (Toluene), O (Water). Run at temperature 135 celsius. Yields the product C1(CC1)N1C2=C(C=3CCCCC13)C(=C(C(=N2)C)C(=O)OCC)O (ethyl 9-cyclopropyl-4-hydroxy-2-methyl-6,7,8,9-tetrahydro-5H-pyrido[2,3-b]indole-3-carboxylate). Isolated yield 43.9%. RXN SMILES: [NH2:1][C:2]1[N:3]([CH:15]2[CH2:17][CH2:16]2)[C:4]2[CH2:5][CH2:6][CH2:7][CH2:8][C:9]=2[C:10]=1[C:11]([O:13]C)=O.C(O[C:21]([CH3:28])=[CH:22][C:23]([O:25][CH2:26][CH3:27])=[O:24])C.CC1C=CC(S(O)(=O)=O)=CC=1.[O-]CC.[Na+].Cl>C1(C)C=CC=CC=1.O>[CH:15]1([N:3]2[C:4]3[CH2:5][CH2:6][CH2:7][CH2:8][C:9]=3[C:10]3[C:11]([OH:13])=[C:22]([C:23]([O:25][CH2:26][CH3:27])=[O:24])[C:21]([CH3:28])=[N:1][C:2]2=3)[CH2:17][CH2:16]1 |f:3.4|. Procedure details: A suspension of methyl 2-amino-1-cyclopropyl-4,5,6,7-tetrahydro-1H-indole-3-carboxylate (2.29 g, 9.77 mmol) in Toluene (46 mL) was treated with ethyl 3-ethoxybut-2-enoate (3.09 g, 19.55 mmol) and pTsOH (0.093 g, 0.489 mmol), and then heated to reflux (135° C.) for 2.5 hours using Dean-Stark. The mixture was cooled to rt, slowly treated with sodium ethoxide (21 wt % in EtOH) (4.38 mL, 11.73 mmol), and refluxed at 135° C. with Dean-Stark for 4 hours. The reaction was cooled to rt and concentrated....